Dataset: the Open Reaction Database (ORD), a public repository of structured organic reaction records. Task: describe an organic reaction: reactants, conditions, products, and yield Reactants: CC#N, CCN(C(C)C)C(C)C, COc1cc(Cl)c(N)cc1OCc1c(OC)ccc(F)c1F, CCOC(=O)c1c(C)ncnc1Cl, O. Yields the product CCOC(=O)c1c(C)ncnc1Nc1cc(OCc2c(OC)ccc(F)c2F)c(OC)cc1Cl. Reaction SMILES: [CH3:46][C:47]#[N:48].[CH:36]([N:37]([CH2:38][CH3:39])[CH:40]([CH3:41])[CH3:42])([CH3:43])[CH3:44].[Cl:14][c:15]1[c:16]([NH2:17])[cH:18][c:19]([O:24][CH2:25][c:26]2[c:27]([F:35])[c:28]([F:34])[cH:29][cH:30][c:31]2[O:32][CH3:33])[c:20]([O:22][CH3:23])[cH:21]1.[Cl:1][c:2]1[n:3][cH:4][n:5][c:6]([CH3:13])[c:7]1[C:8](=[O:9])[O:10][CH2:11][CH3:12].[OH2:45]>>[c:2]1([NH:17][c:16]2[c:15]([Cl:14])[cH:21][c:20]([O:22][CH3:23])[c:19]([O:24][CH2:25][c:26]3[c:27]([F:35])[c:28]([F:34])[cH:29][cH:30][c:31]3[O:32][CH3:33])[cH:18]2)[n:3][cH:4][n:5][c:6]([CH3:13])[c:7]1[C:8](=[O:9])[O:10][CH2:11][CH3:12]. Starting materials: C(C)(=O)C1=CN(C=C(C1=O)CC1=CC=CC=C1)CC1=CC=CC=C1 (3-Acetyl-1,5-dibenzyl-1H-pyridin-4-one), CC(C)([O-])C.[Na+] (sodium t-butoxide), C(C(=O)OC)(=O)OC (dimethyl oxalate). Run in C1CCOC1 (THF), C1CCOC1 (THF), C1CCOC1 (THF). Reaction conditions: time 4 hour. The product is C(C1=CC=CC=C1)N1C=C(C(C(=C1)CC1=CC=CC=C1)=O)C(C=C(C(=O)OC)O)=O (Methyl 4-(1,5-dibenzyl-4-oxo-1,4-dihydro-pyridin-3-yl)-2-hydroxy-4-oxo-but-2-enoate). As a reaction SMILES: CC(C)([O-])C.[Na+].[C:7]([O:13][CH3:14])(=[O:12])[C:8]([O:10]C)=O.[C:15]([C:18]1[C:23](=[O:24])[C:22]([CH2:25][C:26]2[CH:31]=[CH:30][CH:29]=[CH:28][CH:27]=2)=[CH:21][N:20]([CH2:32][C:33]2[CH:38]=[CH:37][CH:36]=[CH:35][CH:34]=2)[CH:19]=1)(=[O:17])[CH3:16]>C1COCC1>[CH2:32]([N:20]1[CH:21]=[C:22]([CH2:25][C:26]2[CH:27]=[CH:28][CH:29]=[CH:30][CH:31]=2)[C:23](=[O:24])[C:18]([C:15](=[O:17])[CH:16]=[C:8]([OH:10])[C:7]([O:13][CH3:14])=[O:12])=[CH:19]1)[C:33]1[CH:34]=[CH:35][CH:36]=[CH:37][CH:38]=1 |f:0.1|. Procedure details: To a stirred solution of sodium t-butoxide (0.52 g, 5.23 mmol) in anhydrous THF (13 mL) at room temperature was added dropwise dimethyl oxalate (0.42 g, 3.48 mmol) in THF (6 mL) followed by 3-acetyl-1,5-dibenzyl-1H-pyridin-4-one 14 (0.55 g, 1.74 mmol) in THF (8 mL). The resulting mixture was stirred at room temperature for 4 h and then acidified (pH=6). The crude product was extracted with ethyl acetate (100 mL), washed with water (2×100 mL) and brine (2×100 mL), and dried over anhydrous sodium ... Starting materials: 280, CC1=CC=CC=C1CCl (o-xylyl chloride), 520, B(F)(F)F.P(O)(O)(O)=O (boron fluoride phosphoric acid). Solvent: C1=CC=CC=C1 (benzene), C1=CC=CC=C1 (benzene). Reaction conditions: temperature 80 celsius, time 3 hour. Product: 322, C(C1=CC=CC=C1)C1=C(C=CC=C1)C (o-benzyltoluene). Yield: 88.4%. Reaction SMILES: [CH3:1][C:2]1[C:7]([CH2:8]Cl)=[CH:6][CH:5]=[CH:4][CH:3]=1.B(F)(F)F.P(=O)(O)(O)O>C1C=CC=CC=1>[CH2:8]([C:7]1[CH:6]=[CH:5][CH:4]=[CH:3][C:2]=1[CH3:1])[C:2]1[CH:7]=[CH:6][CH:5]=[CH:4][CH:3]=1 |f:1.2|. Procedure: A solution of 280 parts of o-xylyl chloride in 520 parts of benzene is added to a mixture of 520 parts of benzene and 200 parts of boron fluoride/phosphoric acid (containing 90 parts of boron trifluoride in 110 parts of phosphoric acid) at from 75° to 80°C in the course of one hour. The reaction mixture is stirred for a further three hours at 80°C and allowed to cool, the aqueous solution is separated off and the organic phase is distilled. Yield 322 parts (88.4% of theory) of o-benzyltoluene of... Starting materials: CCN(CC)c1ccccc1, COc1cc2cc3c(=O)[nH]cnc3cc2cc1OCCN1CCOCC1, O=P(Cl)(Cl)Cl. Yields the product COc1cc2cc3c(Cl)ncnc3cc2cc1OCCN1CCOCC1. RXN SMILES: [CH2:32]([N:33]([CH2:34][CH3:35])[c:36]1[cH:37][cH:38][cH:39][cH:40][cH:41]1)[CH3:42].[CH3:1][O:2][c:3]1[c:4]([O:18][CH2:19][CH2:20][N:21]2[CH2:22][CH2:23][O:24][CH2:25][CH2:26]2)[cH:5][c:6]2[c:7]([cH:8][c:9]3[c:10](=[O:16])[nH:11][cH:12][n:13][c:14]3[cH:15]2)[cH:17]1.[P:27]([Cl:28])([Cl:29])([Cl:30])=[O:31]>>[CH3:1][O:2][c:3]1[c:4]([O:18][CH2:19][CH2:20][N:21]2[CH2:22][CH2:23][O:24][CH2:25][CH2:26]2)[cH:5][c:6]2[c:7]([cH:8][c:9]3[c:10]([Cl:29])[n:11][cH:12][n:13][c:14]3[cH:15]2)[cH:17]1. Reactants: ice, C(#N)C1=CC=C(C=C1)C(C(=O)NCCC1=CC=C(C=C1)F)N1C(C2N(CC=3C=CC=CC3C2)C(C1CC1CCCCC1)=O)=O (2-(4-cyano-phenyl)-2-(3-cyclohexylmethyl-1,4-dioxo-1,3,4,6,11,11a-hexahydro-pyrazino[1,2-b]isoquinolin-2-yl)-N-[2-(4-fluoro-phenyl)-ethyl]-acetamide), S(O)(O)(=O)=O (sulfuric acid), ice. Yields the product C(C1=CC=CC=C1)(=O)N (benzamide). Reaction SMILES: [C:1]([C:3]1[CH:8]=[CH:7][C:6](C(N2C(CC3CCCCC3)C(=O)N3CC4C=CC=CC=4CC3C2=O)C(NCCC2C=CC(F)=CC=2)=O)=[CH:5][CH:4]=1)#[N:2].S(=O)(=O)(O)[OH:46]>>[C:1]([NH2:2])(=[O:46])[C:3]1[CH:8]=[CH:7][CH:6]=[CH:5][CH:4]=1. Reported procedure: This compound was prepared by stirring 2-(4-cyano-phenyl)-2-(3-cyclohexylmethyl-1,4-dioxo-1,3,4,6,11,11a-hexahydro-pyrazino[1,2-b]isoquinolin-2-yl)-N-[2-(4-fluoro-phenyl)-ethyl]-acetamide (305 mg, 0.51 mmol) in 10 ml of concentrated sulfuric acid. After 1 hour the solution was poured into 40 g of ice. The ice melted and the white solid was filtered, dried, and the crude product was purified by flash chromatography (1:20 methanol/dichloromethane; Rf =0.25) to give 60 mg (20%) of 4-{(3-cyclohexylm... Reactants: NC[C@@H](COC1=CC=CC=2NC(NC21)=O)O (4-((2S)-3-Amino-2-hydroxy-propoxy)-1,3-dihydro-benzoimidazol-2-one), C(C1=CC=CC=C1)NS(=O)(=O)C1=CC=C(C=C1)N1CCC(CC1)=O (N-benzyl-4-(4-oxo-piperidin-1-yl)-benzenesulfonamide). Yields the product C(C1=CC=CC=C1)NS(=O)(=O)C1=CC=C(C=C1)N1CCC(CC1)NCC(COC1=CC=CC=2NC(NC21)=O)O (N-Benzyl-4-{4-[2-hydroxy-3-(2-oxo-2,3-dihydro-1H-benzoimidazol-4-yloxy)-propylamino]-piperidin-1-yl}-benzenesulfonamide). As a reaction SMILES: [NH2:1][CH2:2][C@H:3]([OH:16])[CH2:4][O:5][C:6]1[C:14]2[NH:13][C:12](=[O:15])[NH:11][C:10]=2[CH:9]=[CH:8][CH:7]=1.[CH2:17]([NH:24][S:25]([C:28]1[CH:33]=[CH:32][C:31]([N:34]2[CH2:39][CH2:38][C:37](=O)[CH2:36][CH2:35]2)=[CH:30][CH:29]=1)(=[O:27])=[O:26])[C:18]1[CH:23]=[CH:22][CH:21]=[CH:20][CH:19]=1>>[CH2:17]([NH:24][S:25]([C:28]1[CH:33]=[CH:32][C:31]([N:34]2[CH2:39][CH2:38][CH:37]([NH:1][CH2:2][CH:3]([OH:16])[CH2:4][O:5][C:6]3[C:14]4[NH:13][C:12](=[O:15])[NH:11][C:10]=4[CH:9]=[CH:8][CH:7]=3)[CH2:36][CH2:35]2)=[CH:30][CH:29]=1)(=[O:26])=[O:27])[C:18]1[CH:19]=[CH:20][CH:21]=[CH:22][CH:23]=1. Procedure: The title compound was prepared from 4-((2S)-3-Amino-2-hydroxy-propoxy)-1,3-dihydro-benzoimidazol-2-one and Reference Example 70, N-benzyl-4-(4-oxo-piperidin-1-yl)-benzenesulfonamide, according to the procedure of Example 1 as a grey solid. 1H NMR (DMSO) δ 1.37 (m, 2H), 1.90 (m, 2H), 2.73 (m, 2H), 2.84(m, 2H), 2.99(m, 4H), 3.87(m, 3H), 4.03(m, 1H), 5.07(bs, 1H), 6.67 (m, 1H), 6.85(t, 1H, J=8.1 Hz), 7.07(d, 2H, J=9.0 Hz), 7.32 (m, 6H), 7.59 (d, 2H, J=8.7 Hz), 10.59 (bs, 1H), 10.72 (bs, 1H); MS (E... The reactants are CN(C=O)C (dimethylformamide), C(C)(C)N(CC)C(C)C (diisopropylethylamine), C(C(=O)Cl)(=O)Cl (Oxalyl chloride), C(C1=CC=CC=C1)[C@]1(C[C@@H](CC1)C)CC(=O)O (((1S,3R)-1-benzyl-3-methyl-cyclopentyl)-acetic acid). Solvent: ClCCl (dichloromethane), C(C)(=O)OCC (ethyl acetate). Run at temperature 5 celsius, time 2 hour. The product is C(C)(C)(C)OC(C[C@@]1(C[C@@H](CC1)C)CC1=CC=CC=C1)=O (((1S,3R)-1-benzyl-3-methyl-cyclopentyl)-acetic acid tert-butyl ester). Yield: 88.0%. As a reaction SMILES: [C:1](Cl)(=O)C(Cl)=O.[CH2:7]([C@:14]1([CH2:20][C:21]([OH:23])=[O:22])[CH2:18][CH2:17][C@@H:16]([CH3:19])[CH2:15]1)[C:8]1[CH:13]=[CH:12][CH:11]=[CH:10][CH:9]=1.CN(C)C=O.C(N([CH:35]([CH3:37])[CH3:36])CC)(C)C>ClCCl.C(OCC)(=O)C>[C:35]([O:22][C:21](=[O:23])[CH2:20][C@@:14]1([CH2:7][C:8]2[CH:13]=[CH:12][CH:11]=[CH:10][CH:9]=2)[CH2:18][CH2:17][C@@H:16]([CH3:19])[CH2:15]1)([CH3:37])([CH3:1])[CH3:36]. Reported procedure: Oxalyl chloride (4.14 mL, 47 mmol) was added dropwise to a stirring solution of ((1S,3R)-1-benzyl-3-methyl-cyclopentyl)-acetic acid (10 g, 43 mmol) in dichloromethane under argon at room temperature. The reaction mixture was cooled to 5° C., dimethylformamide (1 mL) was carefully added, and the mixture was allowed to warm to room temperature and stirred for a further 2 hours. The solvent was removed in vacuo and the residue diluted with dichloromethane (60 mL). 1,1-Dimethylethanol (15 mL) was ca...